Dataset: the Open Reaction Database (ORD), a public repository of structured organic reaction records. Task: describe an organic reaction: reactants, conditions, products, and yield Isolated yield 61.3%. Solvent: CN(C=O)C (dimethylformamide), ClCCl (dichloromethane). The reactants are crude residue, COC(C(C1=CC=C(C=C1)O)=O)=O (4-hydroxy-alpha-oxobenzeneacetic acid methyl ester), [H-].[Na+] (sodium hydride), S(C)(=O)(=O)[O-] (mesylate), O(C1=CC=CC=C1)CCO (2-phenoxyethanol). Conditions: temperature 60 celsius, time 15 minute. Yields the product COC(C(C1=CC=C(C=C1)OCCOC1=CC=CC=C1)=O)=O (alpha-oxo-4-[[2-(phenoxy)ethyl]oxy]benzeneacetic acid methyl ester). As a reaction SMILES: [CH3:1][O:2][C:3](=[O:13])[C:4](=[O:12])[C:5]1[CH:10]=[CH:9][C:8]([OH:11])=[CH:7][CH:6]=1.[H-].[Na+].S([O-])(=O)(=O)C.[O:21]([CH2:28][CH2:29]O)[C:22]1[CH:27]=[CH:26][CH:25]=[CH:24][CH:23]=1>CN(C)C=O.ClCCl>[CH3:1][O:2][C:3](=[O:13])[C:4](=[O:12])[C:5]1[CH:10]=[CH:9][C:8]([O:11][CH2:29][CH2:28][O:21][C:22]2[CH:27]=[CH:26][CH:25]=[CH:24][CH:23]=2)=[CH:7][CH:6]=1 |f:1.2|. Procedure: A stirred mixture of 4-hydroxy-alpha-oxobenzeneacetic acid methyl ester (1.81 g) in dimethylformamide (25 mL) under argon was treated with 55% sodium hydride (0.437 g), stirred for 15 minutes and treated with the mesylate of 2-phenoxyethanol (2.38 g). The mixture was heated at 60° C. overnight and worked up as in Example 20. The crude residue in dichloromethane was passed through a plug of silica gel (5 g) and evaporated and the resulting solids were crystallized from diethyl ether-hexane to giv... Yields the product BrCC(=O)NC1=C(C(=CC=C1)F)F (2-Bromo-N-(2,3-difluoro-phenyl)-acetamide). Conditions: time 5 hour. Starting materials: BrCC(=O)Br (bromoacetyl bromide), O (water), FC1=C(N)C=CC=C1F (2,3-difluoroaniline), C([O-])([O-])=O.[K+].[K+] (potassium carbonate), BrCC(=O)Br (bromoacetyl bromide). Procedure details: To a mixture of 2,3-difluoroaniline (630 mg) and potassium carbonate (1.01 g) in dichloromethane (30 mL) was added bromoacetyl bromide (0.86 mL). The reaction mixture was stirred for 5 h then water was added and the phases separated. The organic layer was concentrated to give a 2:1 mixture of the sub-titled compound and bromoacetyl bromide. The residue was dissolved up in dichloromethane and washed with water. The volatiles were evaporated to give the sub-titled compound (1.15 g) as an off-white... As a reaction SMILES: [F:1][C:2]1[C:8]([F:9])=[CH:7][CH:6]=[CH:5][C:3]=1[NH2:4].C(=O)([O-])[O-].[K+].[K+].[Br:16][CH2:17][C:18](Br)=[O:19].O>ClCCl>[Br:16][CH2:17][C:18]([NH:4][C:3]1[CH:5]=[CH:6][CH:7]=[C:8]([F:9])[C:2]=1[F:1])=[O:19] |f:1.2.3|. Solvent: ClCCl (dichloromethane). Starting materials: C([O-])(O)=O.[Na+] (sodium bicarbonate), C(=O)(OC)[C@@H]1[C@H]2CC[C@@H](C[C@@H]1C1=CC=C(C=C1)[Si](C)(C)C)N2C (2β-carbomethoxy-3β-(4-trimethylsilylphenyl)tropane), ICl (iodine monochloride), S(=S)(=O)([O-])[O-].[Na+].[Na+] (sodium thiosulfate), ester. Solvent: C(Cl)(Cl)(Cl)Cl (CCl4). Run at time 2 hour. Product: C(=O)(OC)[C@@H]1[C@H]2CC[C@@H](C[C@@H]1C1=CC=C(C=C1)I)N2C (2β-Carbomethoxy-3β-(4-Iodophenyl)tropane). As a reaction SMILES: [C:1]([C@H:5]1[C@@H:11]([C:12]2[CH:17]=[CH:16][C:15]([Si](C)(C)C)=[CH:14][CH:13]=2)[CH2:10][C@H:9]2[N:22]([CH3:23])[C@@H:6]1[CH2:7][CH2:8]2)([O:3][CH3:4])=[O:2].[I:24]Cl.S([O-])([O-])(=O)=S.[Na+].[Na+].C(=O)(O)[O-].[Na+]>C(Cl)(Cl)(Cl)Cl>[C:1]([C@H:5]1[C@@H:11]([C:12]2[CH:17]=[CH:16][C:15]([I:24])=[CH:14][CH:13]=2)[CH2:10][C@H:9]2[N:22]([CH3:23])[C@@H:6]1[CH2:7][CH2:8]2)([O:3][CH3:4])=[O:2] |f:2.3.4,5.6|. Procedure details: 50 mg of 2β-carbomethoxy-3β-(4-trimethylsilylphenyl)tropane was dissolved in 5 ml of CCl4 at ambient temperature. To this was added 40 mg of iodine monochloride after which the solution was stirred for 2 h, then poured into 20 mL of 10% sodium thiosulfate (Reaction 7). The two phase solution was shaken until the dark color disappeared, made basic with saturated sodium bicarbonate, and the organic layer separated. The aqueous layer was extracted three times with 10 mL portions of CHCl3 and the co... Reactants: O=S1(N(CCCC1)C1=C2C=CC=NC2=C(C(=N1)C(=O)OC)O)=O (methyl 5-(1,1-dioxido-1,2-thiazinan-2-yl)-8-hydroxy-1,6-naphthyridine-7-carboxylate), [Cl-].FC1=CC(=C(C=C1)C[NH3+])S(=O)(=O)C (1-[4-fluoro-2-(methylsulfonyl)phenyl]methanaminium chloride), N,N,N-diisopropylethylamine. Run in C(C)O (ethanol). Reaction conditions: temperature 80 celsius, time 16 hour. The product is O=S1(N(CCCC1)C1=C2C=CC=NC2=C(C(=N1)C(=O)NCC1=C(C=C(C=C1)F)S(=O)(=O)C)O)=O (5-(1,1-dioxido-1,2-thiazinan-2-yl)-N-[4-fluoro-2-(methylsulfonyl)benzyl]-8-hydroxy-1,6-naphthyridine-7-carboxamide). Reaction SMILES: [O:1]=[S:2]1(=[O:23])[CH2:7][CH2:6][CH2:5][CH2:4][N:3]1[C:8]1[N:17]=[C:16]([C:18]([O:20]C)=O)[C:15]([OH:22])=[C:14]2[C:9]=1[CH:10]=[CH:11][CH:12]=[N:13]2.[Cl-].[F:25][C:26]1[CH:31]=[CH:30][C:29]([CH2:32][NH3+:33])=[C:28]([S:34]([CH3:37])(=[O:36])=[O:35])[CH:27]=1>C(O)C>[O:23]=[S:2]1(=[O:1])[CH2:7][CH2:6][CH2:5][CH2:4][N:3]1[C:8]1[N:17]=[C:16]([C:18]([NH:33][CH2:32][C:29]2[CH:30]=[CH:31][C:26]([F:25])=[CH:27][C:28]=2[S:34]([CH3:37])(=[O:36])=[O:35])=[O:20])[C:15]([OH:22])=[C:14]2[C:9]=1[CH:10]=[CH:11][CH:12]=[N:13]2 |f:1.2|. Reported procedure: To a slurry of methyl 5-(1,1-dioxido-1,2-thiazinan-2-yl)-8-hydroxy-1,6-naphthyridine-7-carboxylate (2.11 g, 6.26 mmol) in ethanol (30 mL) in a pressure flask was added 1-[4-fluoro-2-(methylsulfonyl)phenyl]methanaminium chloride followed by N,N,N-diisopropylethylamine (2.17 mL, 12.52 mmol). The pressure flask was purged with nitrogen and closed. The reaction was heated to 80 degrees C. for 16 hours. The reaction containing residual solids was cooled and determined to be incomplete by LCMS analysi... Run in O (water), O (water). Procedure details: 260 g of N-(2-hydroxyethyl)-N-methyl-2-chloro-5-nitrobenzamide, which is prepared from 2-chloro-5-nitrobenzoyl chloride and 2-(methylamino)-ethanol, are heated to reflux temperature in 500 ml of water/500 ml of isopropanol. A solution of 65 g of potassium hydroxide in 250 ml of water is added dropwise in the course of one hour and the mixture is maintained at reflux temperature for a further 3 hours. The pH is lowered to 9, the reaction solution is cooled to 0° C. and the crystalline precipitate... The reactants are C(C)(C)O (isopropanol), ClC1=C(C(=O)Cl)C=C(C=C1)[N+](=O)[O-] (2-chloro-5-nitrobenzoyl chloride), CNCCO (2-(methylamino)-ethanol), [OH-].[K+] (potassium hydroxide). Product: OCCN(C(C1=C(C=CC(=C1)[N+](=O)[O-])Cl)=O)C (N-(2-hydroxyethyl)-N-methyl-2-chloro-5-nitrobenzamide), [N+](=O)([O-])C=1C=CC2=C(C(N(CCO2)C)=O)C1 (7-nitro-4-methyl -2,3-dihydro-1,4-benzoxazepin-5-one). Run at temperature 0 celsius. Reaction SMILES: [Cl:1][C:2]1[CH:10]=[CH:9][C:8]([N+:11]([O-:13])=[O:12])=[CH:7][C:3]=1[C:4](Cl)=[O:5].[CH3:14][NH:15][CH2:16][CH2:17][OH:18].C(O)(C)C.[OH-].[K+]>O>[OH:18][CH2:17][CH2:16][N:15]([CH3:14])[C:4](=[O:5])[C:3]1[CH:7]=[C:8]([N+:11]([O-:13])=[O:12])[CH:9]=[CH:10][C:2]=1[Cl:1].[N+:11]([C:8]1[CH:9]=[CH:10][C:2]2[O:18][CH2:17][CH2:16][N:15]([CH3:14])[C:4](=[O:5])[C:3]=2[CH:7]=1)([O-:13])=[O:12] |f:3.4|. The yield is 94.6%. Solvent: CO (MeOH). Reaction SMILES: [CH3:1][O:2][C:3]([C:5]1[C:9]2[CH:10]=[CH:11][C:12]([O:14][Si](C(C)(C)C)(C)C)=[CH:13][C:8]=2[O:7][CH:6]=1)=[O:4].Cl>CO>[CH3:1][O:2][C:3]([C:5]1[C:9]2[CH:10]=[CH:11][C:12]([OH:14])=[CH:13][C:8]=2[O:7][CH:6]=1)=[O:4]. Reported procedure: To 6-(tert-butyl-dimethyl-silanyloxy)-benzofuran-3-carboxylic acid methyl ester (2.4 g, 7.7 mmol) was added 1% HCl in MeOH (70 mL) and the resulting solution was stirred (rt, 14 h). The reaction mixture was concentrated in vacuo. The resulting solid was dissolved in DCM (100 mL) and sat. NaHCO3 (50 mL) was added. A solid formed and was filtered to afford the title compound as a white solid (1.4 g, 94%). MS (ESI): mass calcd. for C10H8O4, 192.04; m/z found, 193.1 [M+H]+. 1H NMR (400 MHz, CD3OD): ... Reaction conditions: time 14 hour. Yields the product COC(=O)C1=COC2=C1C=CC(=C2)O (6-Hydroxy-benzofuran-3-carboxylic acid methyl ester). Reactants: COC(=O)C1=COC2=C1C=CC(=C2)O[Si](C)(C)C(C)(C)C (6-(tert-butyl-dimethyl-silanyloxy)-benzofuran-3-carboxylic acid methyl ester), Cl (HCl).